This data is from the Open Reaction Database (ORD), a public repository of structured organic reaction records. The task is: describe an organic reaction: reactants, conditions, products, and yield The reactants are Cc1ccccc1C(=CCBr)c1ccccc1C, [Li]CCCC, OCCCO, O. Product: Cc1ccccc1C(=CCOCCCO)c1ccccc1C. Reaction SMILES: [Br:11][CH2:12][CH:13]=[C:14]([c:15]1[c:16]([CH3:21])[cH:17][cH:18][cH:19][cH:20]1)[c:22]1[c:23]([CH3:28])[cH:24][cH:25][cH:26][cH:27]1.[CH2:1]([Li:2])[CH2:3][CH2:4][CH3:5].[CH2:6]([CH2:7][CH2:8][OH:9])[OH:10].[OH2:29]>>[CH2:6]([CH2:7][CH2:8][O:9][CH2:12][CH:13]=[C:14]([c:15]1[c:16]([CH3:21])[cH:17][cH:18][cH:19][cH:20]1)[c:22]1[c:23]([CH3:28])[cH:24][cH:25][cH:26][cH:27]1)[OH:10]. Reactants: FC1(CC\C=C/CC1)C1=C(C=NN1C)[N+](=O)[O-] ((Z)-5-(1-fluorocyclohept-4-enyl)-1-methyl-4-nitro-1H-pyrazole), ClC=1C=C(C(=O)OO)C=CC1 (meta-chloroperoxybenzoic acid). Run in C(Cl)Cl (DCM). Run at time 90 minute. Yields the product FC1(CCC2OC2CC1)C1=C(C=NN1C)[N+](=O)[O-] (5-(4-fluoro-8-oxabicyclo[5.1.0]octan-4-yl)-1-methyl-4-nitro-1H-pyrazole). As a reaction SMILES: [F:1][C:2]1([C:9]2[N:13]([CH3:14])[N:12]=[CH:11][C:10]=2[N+:15]([O-:17])=[O:16])[CH2:8][CH2:7][CH:6]=[CH:5][CH2:4][CH2:3]1.ClC1C=C(C=CC=1)C(OO)=[O:23]>C(Cl)Cl>[F:1][C:2]1([C:9]2[N:13]([CH3:14])[N:12]=[CH:11][C:10]=2[N+:15]([O-:17])=[O:16])[CH2:3][CH2:4][CH:5]2[CH:6]([O:23]2)[CH2:7][CH2:8]1. Reported procedure: To a solution of (Z)-5-(1-fluorocyclohept-4-enyl)-1-methyl-4-nitro-1H-pyrazole (900 mg, 3.77 mmol) in DCM (30 mL) at 0° C. was added portionwise meta-chloroperoxybenzoic acid (1.0 g, 4.14 mmol). The reaction mixture was allowed to warm to room temperature and stirred for 90 min before being quenched with a saturated solution of sodium hydrogencarbonate (30 mL). The mixture was extracted with DCM (100 mL), washed with aqueous 2 M NaOH (2×50 mL) and brine (30 mL). The organic layer was separated, ... Reactants: NC1=NC(=NC(=N1)OC)OC (2-amino-4,6-dimethoxy-1,3,5-triazine), C1(=CC=CC=C1)C1=C(C=CC=C1)S(=O)(=O)N=C=S (2-phenylbenzenesulfonyl isothiocyanate). The solvent is C1(=CC=CC=C1)C (toluene). Product: C1(=C(C=CC=C1)S(=O)(=O)NC(=S)NC1=NC(=NC(=N1)OC)OC)C1=CC=CC=C1 (1-(2-biphenylylsulfonyl) 3-(4,6-dimethoxy-1,3,5-triazin-2-yl)thiourea). Yield: 81.2%. As a reaction SMILES: [NH2:1][C:2]1[N:7]=[C:6]([O:8][CH3:9])[N:5]=[C:4]([O:10][CH3:11])[N:3]=1.[C:12]1([C:18]2[CH:23]=[CH:22][CH:21]=[CH:20][C:19]=2[S:24]([N:27]=[C:28]=[S:29])(=[O:26])=[O:25])[CH:17]=[CH:16][CH:15]=[CH:14][CH:13]=1>C1(C)C=CC=CC=1>[C:18]1([C:12]2[CH:13]=[CH:14][CH:15]=[CH:16][CH:17]=2)[CH:23]=[CH:22][CH:21]=[CH:20][C:19]=1[S:24]([NH:27][C:28]([NH:1][C:2]1[N:7]=[C:6]([O:8][CH3:9])[N:5]=[C:4]([O:10][CH3:11])[N:3]=1)=[S:29])(=[O:25])=[O:26]. Procedure: 15.6 g of 2-amino-4,6-dimethoxy-1,3,5-triazine were suspended in 300 ml of dry toluene, and 27.5 g of 2-phenylbenzenesulfonyl isothiocyanate were added. The mixture was heated under reflux for 8 hours. After cooling, the resulting precipitate was collected by filtration and recrystallized from ethanol to give 35 g of 1-(2-biphenylylsulfonyl) 3-(4,6-dimethoxy-1,3,5-triazin-2-yl)thiourea represented by the following formula: ##STR28##